From a dataset of the Open Reaction Database (ORD), a public repository of structured organic reaction records. describe an organic reaction: reactants, conditions, products, and yield Reactants: O=C(O)CCCBr, CCOC(=O)N=NC(=O)OCC, C1CCOC1, O, OCc1ccccc1, c1ccc(P(c2ccccc2)c2ccccc2)cc1. Yields the product O=C(CCCBr)OCc1ccccc1. Reaction SMILES: [Br:1][CH2:2][CH2:3][CH2:4][C:5](=[O:6])[OH:7].[O:35]=[C:36]([O:37][CH2:38][CH3:39])[N:40]=[N:41][C:42]([O:43][CH2:44][CH3:45])=[O:46].[O:47]1[CH2:48][CH2:49][CH2:50][CH2:51]1.[OH2:52].[OH:8][CH2:9][c:10]1[cH:11][cH:12][cH:13][cH:14][cH:15]1.[c:16]1([P:17]([c:18]2[cH:19][cH:20][cH:21][cH:22][cH:23]2)[c:24]2[cH:25][cH:26][cH:27][cH:28][cH:29]2)[cH:30][cH:31][cH:32][cH:33][cH:34]1>>[Br:1][CH2:2][CH2:3][CH2:4][C:5](=[O:6])[O:7][CH2:9][c:10]1[cH:11][cH:12][cH:13][cH:14][cH:15]1. The reactants are CCNCC, COc1ccc(C2Sc3ccccc3N(C(C)=O)C(=O)C2OC(C)=O)cc1, ClC(Cl)Cl. Product: COc1ccc(C2Sc3ccccc3NC(=O)C2OC(C)=O)cc1. Reaction SMILES: [CH2:28]([NH:29][CH2:30][CH3:31])[CH3:32].[CH3:1][O:2][c:3]1[cH:4][cH:5][c:6]([CH:9]2[S:10][c:11]3[c:12]([cH:24][cH:25][cH:26][cH:27]3)[N:13]([C:21](=[O:22])[CH3:23])[C:14](=[O:20])[CH:15]2[O:16][C:17]([CH3:18])=[O:19])[cH:7][cH:8]1.[CH:33]([Cl:34])([Cl:35])[Cl:36]>>[CH3:1][O:2][c:3]1[cH:4][cH:5][c:6]([CH:9]2[S:10][c:11]3[c:12]([cH:24][cH:25][cH:26][cH:27]3)[NH:13][C:14](=[O:20])[CH:15]2[O:16][C:17]([CH3:18])=[O:19])[cH:7][cH:8]1. The reactants are COc1ccccc1, CO, CC(COC(c1ccccc1)(c1ccccc1)c1ccccc1)Oc1cc(NS(=O)(=O)c2ccncc2)nc(SCc2cccc(F)c2F)n1, Cc1ccc(S(=O)(=O)O)cc1. Product: CC(CO)Oc1cc(NS(=O)(=O)c2ccncc2)nc(SCc2cccc(F)c2F)n1. RXN SMILES: [CH3:62][O:63][c:64]1[cH:65][cH:66][cH:67][cH:68][cH:69]1.[CH3:70][OH:71].[F:1][c:2]1[c:3]([CH2:9][S:10][c:11]2[n:12][c:13]([O:27][CH:28]([CH2:29][O:30][C:31]([c:32]3[cH:33][cH:34][cH:35][cH:36][cH:37]3)([c:38]3[cH:39][cH:40][cH:41][cH:42][cH:43]3)[c:44]3[cH:45][cH:46][cH:47][cH:48][cH:49]3)[CH3:50])[cH:14][c:15]([NH:17][S:18](=[O:19])(=[O:20])[c:21]3[cH:22][cH:23][n:24][cH:25][cH:26]3)[n:16]2)[cH:4][cH:5][cH:6][c:7]1[F:8].[c:51]1([CH3:52])[cH:53][cH:54][c:55]([S:56]([OH:57])(=[O:58])=[O:59])[cH:60][cH:61]1>>[F:1][c:2]1[c:3]([CH2:9][S:10][c:11]2[n:12][c:13]([O:27][CH:28]([CH2:29][OH:30])[CH3:50])[cH:14][c:15]([NH:17][S:18](=[O:19])(=[O:20])[c:21]3[cH:22][cH:23][n:24][cH:25][cH:26]3)[n:16]2)[cH:4][cH:5][cH:6][c:7]1[F:8].